This data is from the Open Reaction Database (ORD), a public repository of structured organic reaction records. The task is: describe an organic reaction: reactants, conditions, products, and yield Starting materials: Cl.ClC1=C2C(=NC(=C1)C1=CC(=CC=C1)Cl)CCC2 (4-chloro-2-(3-chlorophenyl)-6,7-dihydro-5H-cyclopenta[b]pyridine hydrochloride), NC1=CC=C(C=C1)CCCO (3-(4-aminophenyl)propan-1-ol), hydrochloride salt. Solvent: C(C)(C)O (iso-propanol). Product: Cl.ClC=1C=C(C=CC1)C1=CC(=C2C(=N1)CCC2)NC2=CC=C(C=C2)CCCO (3-(4-((2-(3-Chlorophenyl)-6,7-dihydro-5H-cyclopenta[b]pyridin-4-yl)amino)phenyl)propan-1-ol hydrochloride). Isolated yield 16.1%. Reaction SMILES: Cl.[Cl:2][C:3]1[CH:8]=[C:7]([C:9]2[CH:14]=[CH:13][CH:12]=[C:11]([Cl:15])[CH:10]=2)[N:6]=[C:5]2[CH2:16][CH2:17][CH2:18][C:4]=12.[NH2:19][C:20]1[CH:25]=[CH:24][C:23]([CH2:26][CH2:27][CH2:28][OH:29])=[CH:22][CH:21]=1>C(O)(C)C>[ClH:2].[Cl:15][C:11]1[CH:10]=[C:9]([C:7]2[N:6]=[C:5]3[CH2:16][CH2:17][CH2:18][C:4]3=[C:3]([NH:19][C:20]3[CH:21]=[CH:22][C:23]([CH2:26][CH2:27][CH2:28][OH:29])=[CH:24][CH:25]=3)[CH:8]=2)[CH:14]=[CH:13][CH:12]=1 |f:0.1,4.5|. Procedure details: Following general procedure A2, employing iso-propanol as the solvent, 4-chloro-2-(3-chlorophenyl)-6,7-dihydro-5H-cyclopenta[b]pyridine hydrochloride (0.100 g, 0.33 mmol) was reacted with 3-(4-aminophenyl)propan-1-ol (0.075 g, 0.50 mmol), followed by formation of the hydrochloride salt to afford the title compound (0.022 g, 16%) as an off-white solid. MW=415.36. 1H NMR (DMSO-d6, 500 MHz) δ 14.00 (s, 1H), 9.74 (s, 1H), 7.89 (t, J=2.0 Hz, 1H), 7.71-7.64 (m, 2H), 7.62-7.57 (m, 1H), 7.32 (s, 4H), 6.... Reactants: COC(C1=CC(=CC=C1)COC1=CC(=CC=C1)C(CCCCC)O)=O (methyl-3-[[3-(1-hydroxyhexyl)phenoxy]methyl]benzoate), C(C)(=O)OC(C)=O (acetic anhydride). Run in N1=CC=CC=C1 (pyridine). Conditions: time 4 day. The product is COC(C1=CC(=CC=C1)COC1=CC(=CC=C1)C(CCCCC)OC(C)=O)=O (Methyl-3-[[3-(1-acetoxyhexyl)phenoxy]methyl]benzoate). The yield is 57.0%. As a reaction SMILES: [CH3:1][O:2][C:3](=[O:25])[C:4]1[CH:9]=[CH:8][CH:7]=[C:6]([CH2:10][O:11][C:12]2[CH:17]=[CH:16][CH:15]=[C:14]([CH:18]([OH:24])[CH2:19][CH2:20][CH2:21][CH2:22][CH3:23])[CH:13]=2)[CH:5]=1.[C:26](OC(=O)C)(=[O:28])[CH3:27]>N1C=CC=CC=1>[CH3:1][O:2][C:3](=[O:25])[C:4]1[CH:9]=[CH:8][CH:7]=[C:6]([CH2:10][O:11][C:12]2[CH:17]=[CH:16][CH:15]=[C:14]([CH:18]([O:24][C:26](=[O:28])[CH3:27])[CH2:19][CH2:20][CH2:21][CH2:22][CH3:23])[CH:13]=2)[CH:5]=1. Reported procedure: To a solution of methyl-3-[[3-(1-hydroxyhexyl)phenoxy]methyl]benzoate (1.7 g.) in pyridine at 0° C. was added acetic anhydride (2.7 ml). The reaction was stirred for four days at room temperature. The solvent was removed in vacuo and the remaining oil was purified by HPLC on silica gel using a hexanes/ethyl acetate in 9:1 ratio as an eluent (1.1 g., 57% yield).